Dataset: the Open Reaction Database (ORD), a public repository of structured organic reaction records. Task: describe an organic reaction: reactants, conditions, products, and yield Reported procedure: 2 Grams of 5-carboxycarbostyril was suspended in 100 ml of methanol, and hydrogen chloride gas was saturated by bubbling into this suspension, then the reaction mixture was refluxed for 3 hours. The reaction mixture was concentrated to be reduced one-half volume of its initial value, and the precipitated crystals were collected by filtration. The crystals were purified by a silica gel column chromatography, and recrystallized from methanol-chloroform to obtain 230 mg of 5-methoxycarbonylcarbosty... As a reaction SMILES: [C:1]([C:4]1[CH:13]=[CH:12][CH:11]=[C:10]2[C:5]=1[CH:6]=[CH:7][C:8](=[O:14])[NH:9]2)([OH:3])=[O:2].Cl.[CH3:16]O>>[CH3:16][O:2][C:1]([C:4]1[CH:13]=[CH:12][CH:11]=[C:10]2[C:5]=1[CH:6]=[CH:7][C:8](=[O:14])[NH:9]2)=[O:3]. The product is COC(=O)C1=C2C=CC(NC2=CC=C1)=O (5-methoxycarbonylcarbostyril). The reactants are C(=O)(O)C1=C2C=CC(NC2=CC=C1)=O (5-carboxycarbostyril), Cl (hydrogen chloride), CO (methanol). The reactants are [BH4-], CC1CCCO1, Cl, COCCC(C)Nc1nc2ccc(-c3nc(C(C)(C)C(=O)OC)[nH]c3-c3ccc(F)cc3F)nc2o1, [Li+]. Product: COCCC(C)Nc1nc2ccc(-c3nc(C(C)(C)CO)[nH]c3-c3ccc(F)cc3F)nc2o1. Reaction SMILES: [BH4-:1].[CH3:40][CH:41]1[CH2:42][CH2:43][CH2:44][O:45]1.[ClH:39].[F:3][c:4]1[c:5](-[c:11]2[c:12](-[c:23]3[cH:24][cH:25][c:26]4[c:27]([n:28]3)[o:29][c:30]([NH:32][CH:33]([CH2:34][CH2:35][O:36][CH3:37])[CH3:38])[n:31]4)[n:13][c:14]([C:16]([C:17](=[O:18])[O:19][CH3:20])([CH3:21])[CH3:22])[nH:15]2)[cH:6][cH:7][c:8]([F:10])[cH:9]1.[Li+:2]>>[F:3][c:4]1[c:5](-[c:11]2[c:12](-[c:23]3[cH:24][cH:25][c:26]4[c:27]([n:28]3)[o:29][c:30]([NH:32][CH:33]([CH2:34][CH2:35][O:36][CH3:37])[CH3:38])[n:31]4)[n:13][c:14]([C:16]([CH2:17][OH:18])([CH3:21])[CH3:22])[nH:15]2)[cH:6][cH:7][c:8]([F:10])[cH:9]1. Reaction SMILES: [NH2:1][C:2]1[C:3]([NH:12][C@@H:13]2[CH2:18][CH2:17][C@H:16]([C:19]([NH:21][CH:22]([CH3:24])[CH3:23])=[O:20])[CH2:15][CH2:14]2)=[CH:4][C:5]([S:8]([CH3:11])(=[O:10])=[O:9])=[N:6][CH:7]=1.[F:25][C:26]1[CH:36]=[CH:35][C:29]([C:30]([N:32]=[C:33]=S)=[O:31])=[CH:28][CH:27]=1.CCN(C(C)C)C(C)C.C(Cl)CCl>C1COCC1.C(Cl)Cl>[F:25][C:26]1[CH:27]=[CH:28][C:29]([C:30](/[N:32]=[C:33]2/[N:12]([C@H:13]3[CH2:14][CH2:15][C@@H:16]([C:19](=[O:20])[NH:21][CH:22]([CH3:24])[CH3:23])[CH2:17][CH2:18]3)[C:3]3[CH:4]=[C:5]([S:8]([CH3:11])(=[O:9])=[O:10])[N:6]=[CH:7][C:2]=3[NH:1]/2)=[O:31])=[CH:35][CH:36]=1. Run at temperature 0 celsius, time 30 minute. Yields the product FC1=CC=C(C(=O)/N=C\2/N(C3=C(C=NC(=C3)S(=O)(=O)C)N2)[C@@H]2CC[C@@H](CC2)C(NC(C)C)=O)C=C1 ((E)-4-fluoro-N-(1-(cis-4-(isopropylcarbamoyl)cyclohexyl)-6-(methylsulfonyl)-1H-imidazo[4,5-c]pyridin-2(3H)-ylidene)benzamide). The reactants are NC=1C(=CC(=NC1)S(=O)(=O)C)N[C@H]1CC[C@H](CC1)C(=O)NC(C)C (cis-4-(5-Amino-2-(methylsulfonyl)pyridin-4-ylamino)-N-isopropylcyclohexanecarboxamide), CCN(C(C)C)C(C)C (DIPEA), C(CCl)Cl (EDC), FC1=CC=C(C(=O)N=C=S)C=C1 (4-fluorobenzoyl isothiocyanate). Solvent: C(Cl)Cl (DCM), C(Cl)Cl (DCM), C1CCOC1 (THF), C1CCOC1 (THF). The yield is 47.0%. Reported procedure: A solution of cis-4-(5-Amino-2-(methylsulfonyl)pyridin-4-ylamino)-N-isopropylcyclohexanecarboxamide (0.069 g, 0.195 mmol) in THF (0.5 mL) was cooled to 0° C. and 4-fluorobenzoyl isothiocyanate (0.053 g, 0.292 mmol) was added as a THF solution. The mixture was stirred at 0° C. for 30 minutes and then was warmed to 20° C. and stirred for 1 hour. To the mixture was added DIPEA (0.051 mL, 0.292 mmol) and EDC (0.056 g, 0.292 mmol), and the reaction was heated at 60° C. for 1 hour. The reaction mixtur... Reactants: ClC(=O)OC (Methyl chloroformate), C(C1=CC=CC=C1)N1CCC(=CC1)CCN1S(CCC1)(=O)=O (2-[2-(1-benzyl-1,2,3,6-tetrahydropyrid-4-yl)ethyl]isothiazolidine-1,1-dioxide). The solvent is C1(=CC=CC=C1)C (toluene). Yields the product COC(=O)N1CCC(=CC1)CCN1S(CCC1)(=O)=O (2-[2-(1-methoxycarbonyl-1,2,3,6-tetrahydropyrid-4-yl)ethyl]isothiazolidine-1,1-dioxide). RXN SMILES: Cl[C:2]([O:4][CH3:5])=[O:3].C([N:13]1[CH2:18][CH:17]=[C:16]([CH2:19][CH2:20][N:21]2[CH2:25][CH2:24][CH2:23][S:22]2(=[O:27])=[O:26])[CH2:15][CH2:14]1)C1C=CC=CC=1>C1(C)C=CC=CC=1>[CH3:5][O:4][C:2]([N:13]1[CH2:14][CH:15]=[C:16]([CH2:19][CH2:20][N:21]2[CH2:25][CH2:24][CH2:23][S:22]2(=[O:27])=[O:26])[CH2:17][CH2:18]1)=[O:3]. Procedure: Methyl chloroformate (3.3 cm3) was added at room temperature to a stirred solution of 2-[2-(1-benzyl-1,2,3,6-tetrahydropyrid-4-yl)ethyl]isothiazolidine-1,1-dioxide (4.5 g) in toluene (20 cm3) and the mixture was heated under reflux for 16 hours. Volatile material was removed in vacuo to give the crude 2-[2-(1-methoxycarbonyl-1,2,3,6-tetrahydropyrid-4-yl)ethyl]isothiazolidine-1,1-dioxide as an oil (5.0 g). Starting materials: O (water), Cl.NO (hydroxylamine hydrochloride), C([O-])([O-])=O.[K+].[K+] (potassium carbonate), FC(C=C(C(C)O)I)(C(F)(F)F)F (5,5,6,6,6-pentafluoro-3-iodo-3-hexene-2-ol). Solvent: C(C)O (ethanol). Product: FC(C1=CC(=NO1)C(C)O)(F)F (1-(5-trifluoromethyl-isoxazol-3-yl)ethanol). As a reaction SMILES: F[C:2](F)([C:9]([F:12])([F:11])[F:10])[CH:3]=[C:4](I)[CH:5]([OH:7])[CH3:6].[OH2:14].Cl.[NH2:16]O.C(=O)([O-])[O-].[K+].[K+]>C(O)C>[F:10][C:9]([F:12])([F:11])[C:2]1[O:14][N:16]=[C:4]([CH:5]([OH:7])[CH3:6])[CH:3]=1 |f:2.3,4.5.6|. Procedure details: 7.49 g of 5,5,6,6,6-pentafluoro-3-iodo-3-hexene-2-ol was dissolved in 70 ml of ethanol, and 30 ml of water, 3.34 g of hydroxylamine hydrochloride and 17.94 g of potassium carbonate were then added. The mixture was stirred and heated under reflux for 48 hours. The reaction mixture was concentrated under reduced pressure. After water was added, the residue was extracted with ethyl acetate. The organic layer was washed with water, dried over anhydrous magnesium sulfate, filtered and then concentrat... The reactants are 2-(chloromethyl)quinolone hydrochloride, C(C)#N (acetonitrile), ClC=1N=CNC1Cl (4,5-Dichloroimidazole), [OH-].[K+] (potassium hydroxide), C(C)#N (acetonitrile), BrCC1=CC2=CC3=CC=CC=C3C=C2C=C1 (2-(Bromomethyl)anthracene), [OH-].[K+] (potassium hydroxide). Yields the product [Cl-].C1=C(C=CC2=CC3=CC=CC=C3C=C12)C[N+]1=CN(C(=C1Cl)Cl)CC1=NC2=CC=CC=C2C=C1 (1-(anthracen-2-ylmethyl)-3-(quinolin-2-ylmethyl)-4,5-dichloroimidazolium chloride). As a reaction SMILES: [Cl:1][C:2]1[N:3]=[CH:4][NH:5][C:6]=1[Cl:7].[OH-].[K+].Br[CH2:11][C:12]1[CH:25]=[CH:24][C:23]2[C:14](=[CH:15][C:16]3[C:21]([CH:22]=2)=[CH:20][CH:19]=[CH:18][CH:17]=3)[CH:13]=1.[C:26](#[N:28])[CH3:27]>>[Cl-:1].[CH:13]1[C:14]2[C:23](=[CH:22][C:21]3[C:16]([CH:15]=2)=[CH:17][CH:18]=[CH:19][CH:20]=3)[CH:24]=[CH:25][C:12]=1[CH2:11][N+:3]1[C:2]([Cl:1])=[C:6]([Cl:7])[N:5]([CH2:27][C:26]2[CH:16]=[CH:15][C:14]3[C:13](=[CH:12][CH:25]=[CH:24][CH:23]=3)[N:28]=2)[CH:4]=1 |f:1.2,5.6|. Procedure details: 4,5-Dichloroimidazole (0.18 g, 1.33 mmol) and potassium hydroxide (0.08 g, 1.46 mmol) will be dissolved in a minimum volume of acetonitrile and stirred at reflux for 30 min. 2-(Bromomethyl)anthracene (2.71 g, 10.0 mmol) will be added and the mixture will be returned to reflux for 3 h. The mixture will be filtered hot to remove the KBr generated. A solution of 2-(chloromethyl)quinoline will be prepared by combining 2-(chloromethyl)quinolone hydrochloride (2.14 g, 10 mmol) and potassium hydroxide ... The reactants are CNN (Methyl hydrazine), OC=CC(=O)C1=C(C=CC=C1)O (2-(3-hydroxy-2-propen-1-on-1yl)phenol). Run in CO (methanol), O (water). Run at temperature 100 celsius, time 1 hour. Product: CN1N=C(C=C1)C1=C(C=CC=C1)O (2-(1-methylpyrazol-3-yl)phenol). RXN SMILES: [CH3:1][NH:2][NH2:3].O[CH:5]=[CH:6][C:7]([C:9]1[CH:14]=[CH:13][CH:12]=[CH:11][C:10]=1[OH:15])=O>CO.O>[CH3:1][N:2]1[CH:5]=[CH:6][C:7]([C:9]2[CH:14]=[CH:13][CH:12]=[CH:11][C:10]=2[OH:15])=[N:3]1. Reported procedure: Methyl hydrazine (23.2 mmol, 1.23 ml) is added to a solution of 2-(3-hydroxy-2-propen-1-on-1yl)phenol (J. Am. Chem. Soc., 72:3396, 1950), 15.4 mmol, 2.54 g) in methanol (7 ml) and the mixture is heated at 100° C. for one hour. After cooling, the reaction mixture is diluted with water (100 ml) and stirred for one hour. The precipitate is collected via filtration and purified on silica gel (30% ethyl acetate/hexane) to give 811 mg of 2-(1-methylpyrazol-3-yl)phenol. The reactants are OCc1c(-c2c(Cl)cccc2Cl)noc1C1CC1, ClCCl, BrP(Br)Br. As a reaction SMILES: [CH:1]1([c:4]2[c:5]([CH2:17][OH:18])[c:6](-[c:9]3[c:10]([Cl:16])[cH:11][cH:12][cH:13][c:14]3[Cl:15])[n:7][o:8]2)[CH2:2][CH2:3]1.[Cl:23][CH2:24][Cl:25].[P:19]([Br:20])([Br:21])[Br:22]>>[CH:1]1([c:4]2[c:5]([CH2:17][Br:20])[c:6](-[c:9]3[c:10]([Cl:16])[cH:11][cH:12][cH:13][c:14]3[Cl:15])[n:7][o:8]2)[CH2:2][CH2:3]1. The product is Clc1cccc(Cl)c1-c1noc(C2CC2)c1CBr. Starting materials: N#CN (Cyanamide), C(C)(C)N(CC)C(C)C (diisopropylethylamine), solution, CS(=O)(=O)NC1=CC=C(C=N1)N=C=NC(C(C)(C)C)C (N-(6-methanesulfonylamino-3-pyridyl)-N'-(1,2,2-trimethylpropyl)carbodiimide). The solvent is C(Cl)(Cl)Cl (chloroform). Conditions: time 16 hour. The product is CS(=O)(=O)NC1=CC=C(C=N1)NC(=NC#N)NC(C(C)(C)C)C (N-(6-methanesulfonylamino-3-pyridyl)-N"-cyano-N'-(1,2,2-trimethylpropyl) guanidine). Isolated yield 69.9%. As a reaction SMILES: [N:1]#[C:2][NH2:3].C(N(C(C)C)CC)(C)C.[CH3:13][S:14]([NH:17][C:18]1[N:23]=[CH:22][C:21]([N:24]=[C:25]=[N:26][CH:27]([CH3:32])[C:28]([CH3:31])([CH3:30])[CH3:29])=[CH:20][CH:19]=1)(=[O:16])=[O:15]>C(Cl)(Cl)Cl>[CH3:13][S:14]([NH:17][C:18]1[N:23]=[CH:22][C:21]([NH:24][C:25]([NH:26][CH:27]([CH3:32])[C:28]([CH3:31])([CH3:30])[CH3:29])=[N:3][C:2]#[N:1])=[CH:20][CH:19]=1)(=[O:15])=[O:16]. Procedure details: Cyanamide (172 mg, 4.1 mmol) and diisopropylethylamine (711 μl, 4.1 mmol) were added to 1 ml of a solution of N-(6-methanesulfonylamino-3-pyridyl)-N'-(1,2,2-trimethylpropyl)carbodiimide (121 mg, 0.41 mmol) in chloroform and the mixture was stirred at room temperature for 16 hours. After an insoluble matter was removed by filtration, the filtrate was concentrated. The residue was purified by silica gel column chromatography [eluent: chloroform alone to chloroform:methanol =5:1 (v/v)] and subjecte...